The task is: describe an organic reaction: reactants, conditions, products, and yield. This data is from the Open Reaction Database (ORD), a public repository of structured organic reaction records. Starting materials: C(C)C(C(=O)O)C=CC1=CC(=CC=C1)OCC1=C(C=CC=C1C)C (Ethyl 4-(3-(2,6-dimethylbenzyloxy)phenyl)-3-butenoic acid), [OH-].[Na+] (sodium hydroxide). Run in C(C)O (ethanol). Yields the product CC1=C(COC=2C=C(C=CC2)C=CCC(=O)O)C(=CC=C1)C (4-(3-(2,6-Dimethylbenzyloxy)phenyl)-3-butenoic acid). As a reaction SMILES: C([CH:3]([CH:7]=[CH:8][C:9]1[CH:14]=[CH:13][CH:12]=[C:11]([O:15][CH2:16][C:17]2[C:22]([CH3:23])=[CH:21][CH:20]=[CH:19][C:18]=2[CH3:24])[CH:10]=1)[C:4]([OH:6])=[O:5])C.[OH-].[Na+]>C(O)C>[CH3:23][C:22]1[CH:21]=[CH:20][CH:19]=[C:18]([CH3:24])[C:17]=1[CH2:16][O:15][C:11]1[CH:10]=[C:9]([CH:8]=[CH:7][CH2:3][C:4]([OH:6])=[O:5])[CH:14]=[CH:13][CH:12]=1 |f:1.2|. Procedure: To a solution of Ethyl 4-(3-(2,6-dimethylbenzyloxy)phenyl)-3-butenoic acid: ethanol at low temp, add aqueous sodium hydroxide, after an hour, concentrate and purify by flash chromatography on silica gel column (chloroform:methanol 95:5 spiked with acetic acid).